Dataset: the Open Reaction Database (ORD), a public repository of structured organic reaction records. Task: describe an organic reaction: reactants, conditions, products, and yield The product is CC1CC2=CC(=O)CCC2C2C(Cl)CC3(C)C(O)CCC3C12. RXN SMILES: [BH4-:23].[CH3:30][CH2:31][OH:32].[Cl:1][CH:2]1[CH:3]2[CH:4]3[CH2:5][CH2:6][C:7](=[O:22])[CH:8]=[C:9]3[CH2:10][CH:11]([CH3:21])[CH:12]2[CH:13]2[CH2:14][CH2:15][C:16](=[O:20])[C:17]2([CH3:18])[CH2:19]1.[Na+:24].[O:25]1[CH2:26][CH2:27][CH2:28][CH2:29]1.[OH2:33]>>[Cl:1][CH:2]1[CH:3]2[CH:4]3[CH2:5][CH2:6][C:7](=[O:22])[CH:8]=[C:9]3[CH2:10][CH:11]([CH3:21])[CH:12]2[CH:13]2[CH2:14][CH2:15][CH:16]([OH:20])[C:17]2([CH3:18])[CH2:19]1. The reactants are [BH4-], CCO, CC1CC2=CC(=O)CCC2C2C(Cl)CC3(C)C(=O)CCC3C12, [Na+], C1CCOC1, O. The reactants are [Br-], C1CCOC1, C[Mg+], O=Cc1nccc(Cl)c1COC1CCCCO1, [Na+], O=C([O-])O. Product: CC(O)c1nccc(Cl)c1COC1CCCCO1. As a reaction SMILES: [Br-:1].[CH2:26]1[O:27][CH2:28][CH2:29][CH2:30]1.[CH3:2][Mg+:3].[Cl:4][c:5]1[c:6]([CH2:13][O:14][CH:15]2[O:16][CH2:17][CH2:18][CH2:19][CH2:20]2)[c:7]([CH:11]=[O:12])[n:8][cH:9][cH:10]1.[Na+:25].[O-:21][C:22]([OH:23])=[O:24]>>[Cl:4][c:5]1[c:6]([CH2:13][O:14][CH:15]2[O:16][CH2:17][CH2:18][CH2:19][CH2:20]2)[c:7]([CH:11]([OH:12])[CH3:22])[n:8][cH:9][cH:10]1. Starting materials: C(=O)(O)[O-].[Na+] (NaHCO3), Cl.F[C@@]12[C@H](C[C@]3([C@H]([C@@H]2C[C@@H](C2=CC(C=C[C@]12C)=O)F)C[C@H]1CNC[C@]13C(CF)=O)C)O ((4aS,4bR,5S,6aS,6bS,9aR,10aS,10bS,12S)-4b,12-Difluoro-6b-(2-fluoro-acetyl)-5-hydroxy-4a,6a-dimethyl-4b,5,6,6a,6b,7,8,9,9a,10,10a,10b,11,12-tetradecahydro-4aH-8-aza-pentaleno[2,1-a]phenanthren-2-one hydrochloride), FC1=CC=C(CBr)C=C1 (4-fluorobenzylbromide), TEA. Run in C(Cl)Cl (DCM), C(Cl)Cl (DCM). Run at time 8 hour. The product is F[C@@]12[C@H](C[C@]3([C@H]([C@@H]2C[C@@H](C2=CC(C=C[C@]12C)=O)F)C[C@H]1CN(C[C@]13C(CF)=O)CC1=CC=C(C=C1)F)C)O ((4aS,4bR,5S,6aS,6bS,9aR,10aS,10bS,12S)-4b,12-Difluoro-6b-(2-fluoro-acetyl)-8-(4-fluoro-benzyl)-5-hydroxy-4a,6a-dimethyl-4b,5,6,6a,6b,7,8,9,9a,10,10a,10b,11,12-tetradecahydro-4aH-8-aza-pentaleno[2,1-a]phenanthren-2-one). The yield is 32.2%. Reaction SMILES: Cl.[F:2][C@@:3]12[C@:16]3([CH3:17])[C:11](=[CH:12][C:13](=[O:18])[CH:14]=[CH:15]3)[C@@H:10]([F:19])[CH2:9][C@H:8]1[C@@H:7]1[CH2:20][C@@H:21]3[C@:25]([C:26](=[O:29])[CH2:27][F:28])([C@@:6]1([CH3:30])[CH2:5][C@@H:4]2[OH:31])[CH2:24][NH:23][CH2:22]3.[F:32][C:33]1[CH:40]=[CH:39][C:36]([CH2:37]Br)=[CH:35][CH:34]=1.C([O-])(O)=O.[Na+]>C(Cl)Cl>[F:2][C@@:3]12[C@:16]3([CH3:17])[C:11](=[CH:12][C:13](=[O:18])[CH:14]=[CH:15]3)[C@@H:10]([F:19])[CH2:9][C@H:8]1[C@@H:7]1[CH2:20][C@@H:21]3[C@:25]([C:26](=[O:29])[CH2:27][F:28])([C@@:6]1([CH3:30])[CH2:5][C@@H:4]2[OH:31])[CH2:24][N:23]([CH2:37][C:36]1[CH:39]=[CH:40][C:33]([F:32])=[CH:34][CH:35]=1)[CH2:22]3 |f:0.1,3.4|. Reported procedure: A mixture of compound 166 (145 mg, 0.315 mmol), 4-fluorobenzylbromide (0.059 ml, 0.473 mmol) and TEA (0.132 ml, 0.946 mmol) in DCM (10 ml) is stirred at RT overnight. The mixture is diluted with DCM and treated with 5% NaHCO3. The organic phase is then washed with brine, dried over Na2SO4 and filtered. The solvent is evaporated and the crude is purified by silica gel flash chromatography (eluent DCM(AcOEt 7/3 to 1/1) to yield a solid that is triturated in Et2O. Title compound (54 mg, 32.2% yield... The reactants are BrC1=CC(=CC(=C1)C(F)(F)F)CBr (1-Bromo-3-(bromomethyl)-5-(trifluoromethyl)benzene), FC1=CC=C(C=C1)C1(CCN(CC1)C(=O)OC(C)(C)C)CO (tert-butyl 4-(4-fluorophenyl)-4-(hydroxymethyl)piperidine-1-carboxylate), [H-].[Na+] (sodium hydride). The solvent is CN(C=O)C (dimethylformamide), O (water). Conditions: temperature 0 celsius, time 1 hour. Product: BrC=1C=C(COCC2(CCN(CC2)C(=O)OC(C)(C)C)C2=CC=C(C=C2)F)C=C(C1)C(F)(F)F (tert-Butyl 4-((3-bromo-5-(trifluoromethyl)benzyloxy)methyl)-4-(4-fluorophenyl)piperidine-1-carboxylate). Reaction SMILES: [Br:1][C:2]1[CH:7]=[C:6]([C:8]([F:11])([F:10])[F:9])[CH:5]=[C:4]([CH2:12]Br)[CH:3]=1.[F:14][C:15]1[CH:20]=[CH:19][C:18]([C:21]2([CH2:34][OH:35])[CH2:26][CH2:25][N:24]([C:27]([O:29][C:30]([CH3:33])([CH3:32])[CH3:31])=[O:28])[CH2:23][CH2:22]2)=[CH:17][CH:16]=1.[H-].[Na+]>CN(C)C=O.O>[Br:1][C:2]1[CH:3]=[C:4]([CH:5]=[C:6]([C:8]([F:11])([F:10])[F:9])[CH:7]=1)[CH2:12][O:35][CH2:34][C:21]1([C:18]2[CH:17]=[CH:16][C:15]([F:14])=[CH:20][CH:19]=2)[CH2:22][CH2:23][N:24]([C:27]([O:29][C:30]([CH3:33])([CH3:32])[CH3:31])=[O:28])[CH2:25][CH2:26]1 |f:2.3|. Reported procedure: 1-Bromo-3-(bromomethyl)-5-(trifluoromethyl)benzene (1.2 g, 3.78 mmol) and tert-butyl 4-(4-fluorophenyl)-4-(hydroxymethyl)piperidine-1-carboxylate (0.96 g, 3.2 mmol) were combined in dimethylformamide (10 mL) and cooled to 0° C. The reaction was treated with sodium hydride (151 mg, 6.3 mmol), stirred at 0° C. for 1 h, and at room temperature for 30 min. The reaction mixture was diluted with water and extracted with ethyl acetate (2×). The organic layers were pooled together, washed with brine (2×...